From a dataset of the Open Reaction Database (ORD), a public repository of structured organic reaction records. describe an organic reaction: reactants, conditions, products, and yield The reactants are C1(=CC=CC=C1)P(C1=CC=CC=C1)C1=CC=CC=C1 (triphenylphosphane), C(OC)COC (dimethoxyethane), BrC=1C(=NC=C(N1)Br)N (3,5-dibromopyrazin-2-amine), CC1(OB(OC1(C)C)C=1N(C2=CC=CC=C2C1)C(=O)OC(C)(C)C)C (tert-butyl 2-(4,4,5,5-tetramethyl-1,3,2-dioxaborolan-2-yl)indole-1-carboxylate), C(=O)(O)[O-].[Na+] (NaHCO3), CC(C)(C)OC(=O)OC(=O)OC(C)(C)C (BOC anhydride). The reagents and catalysts are [Pd] (palladium), CN(C)C=1C=CN=CC1 (DMAP). Run in O (water), CCOC(=O)C.O (EtOAc water). Conditions: time 8 hour. Product: C(C)(C)(C)OC(=O)N(C=1C(=NC(=CN1)Br)C=1N(C2=CC=CC=C2C1)C(=O)OC(C)(C)C)C(=O)OC(C)(C)C (Tert-butyl 2-(3-(bis(tert-butoxycarbonyl)amino)-6-bromopyrazin-2-yl)-1H-indole-1-carboxylate). Yield: 55.0%. RXN SMILES: Br[C:2]1[C:3]([NH2:9])=[N:4][CH:5]=[C:6]([Br:8])[N:7]=1.CC1(C)C(C)(C)OB([C:18]2[N:19]([C:27]([O:29][C:30]([CH3:33])([CH3:32])[CH3:31])=[O:28])[C:20]3[C:25]([CH:26]=2)=[CH:24][CH:23]=[CH:22][CH:21]=3)O1.[C:35]([O-:38])([OH:37])=O.[Na+].C1(P([C:53]2[CH:58]=[CH:57]C=CC=2)C2C=CC=CC=2)C=CC=CC=1.[CH3:59][C:60]([O:63][C:64](OC(OC(C)(C)C)=O)=[O:65])([CH3:62])[CH3:61].[CH2:74](COC)OC>O.CCOC(C)=O.O.CN(C1C=CN=CC=1)C.[Pd]>[C:58]([O:37][C:35]([N:9]([C:64]([O:63][C:60]([CH3:62])([CH3:59])[CH3:61])=[O:65])[C:3]1[C:2]([C:18]2[N:19]([C:27]([O:29][C:30]([CH3:31])([CH3:32])[CH3:33])=[O:28])[C:20]3[C:25]([CH:26]=2)=[CH:24][CH:23]=[CH:22][CH:21]=3)=[N:7][C:6]([Br:8])=[CH:5][N:4]=1)=[O:38])([CH3:57])([CH3:53])[CH3:74] |f:2.3,8.9|. Procedure: A mixture of 3,5-dibromopyrazin-2-amine (200 mg, 0.7908 mmol), tert-butyl 2-(4,4,5,5-tetramethyl-1,3,2-dioxaborolan-2-yl)indole-1-carboxylate (271.4 mg, 0.7908 mmol), NaHCO3 (199.3 mg, 2.372 mmol) and palladium; triphenylphosphane (45.69 mg, 0.03954 mmol) in dimethoxyethane (2.000 mL) and water (1.000 mL) was heated at 120° C. in the microwave for 10 minutes. The reaction was diluted with EtOAc/water and the layers separated. The aqueous layer was extracted further with EtOAc (2×), dried (MgSO4)...